Dataset: the Open Reaction Database (ORD), a public repository of structured organic reaction records. Task: describe an organic reaction: reactants, conditions, products, and yield The reactants are C(C)OC1=CC(=C(N=N1)C1=CC=C2C(=CC=NC2=N1)NC1=NC=C(C=C1)C(F)(F)F)C(F)(F)F (7-[6-ethoxy-4-(trifluoromethyl)pyridazin-3-yl]-N-[5-(trifluoromethyl)pyridin-2-yl]-1,8-naphthyridin-4-amine), Br.CC(=O)O (HBr AcOH). Conditions: time 4 hour. Product: FC(C=1C=C(N=NC1C1=NC2=NC=CC(=C2C=C1)NC1=NC=C(C=C1)C(F)(F)F)O)(F)F (5-(Trifluoromethyl)-6-(5-{[5-(trifluoromethyl)pyridin-2-yl]amino}-1,8-naphthyridin-2-yl)pyridazin-3-ol), Br (HBr). The yield is 100.0%. As a reaction SMILES: C([O:3][C:4]1[N:9]=[N:8][C:7]([C:10]2[N:19]=[C:18]3[C:13]([C:14]([NH:20][C:21]4[CH:26]=[CH:25][C:24]([C:27]([F:30])([F:29])[F:28])=[CH:23][N:22]=4)=[CH:15][CH:16]=[N:17]3)=[CH:12][CH:11]=2)=[C:6]([C:31]([F:34])([F:33])[F:32])[CH:5]=1)C.[BrH:35].CC(O)=O>>[F:34][C:31]([F:32])([F:33])[C:6]1[CH:5]=[C:4]([OH:3])[N:9]=[N:8][C:7]=1[C:10]1[CH:11]=[CH:12][C:13]2[C:18](=[N:17][CH:16]=[CH:15][C:14]=2[NH:20][C:21]2[CH:26]=[CH:25][C:24]([C:27]([F:29])([F:30])[F:28])=[CH:23][N:22]=2)[N:19]=1.[BrH:35] |f:1.2|. Procedure: Dissolve 7-[6-ethoxy-4-(trifluoromethyl)pyridazin-3-yl]-N-[5-(trifluoromethyl)pyridin-2-yl]-1,8-naphthyridin-4-amine (560 mg, 1.16 mmol) in HBr/AcOH (33% wt; 10 mL) and stir for 4 hours at room temperature. Remove the solvent under reduced pressure. Add toluene (25 mL) and remove the solvent under reduced pressure. Dry under vacuum to yield the title compound as its HBr salt (618 mg, 100%). LC/MS (MH+) 453.97. Starting materials: FC(C=1C=C(CN(C(C2=CN=C(C=C2C2=C(C=CC=C2)C)N2CCN(CC2)C(CBr)=O)=O)C)C=C(C1)C(F)(F)F)(F)F (N-(3,5-bis-trifluoromethyl-benzyl)-6-(4-bromoacetyl-piperazin-1-yl)-N-methyl-4-o-tolyl-nicotinamide), C([O-])(O)=O.[Na+] (sodium bicarbonate). The solvent is CN1C(CCC1)=O (1-methyl-2-pyrrolidone). Run at temperature 100 celsius. Product: FC(C=1C=C(CN(C(C2=CN=C(C=C2C2=C(C=CC=C2)C)N2CCN(CC2)C(CO)=O)=O)C)C=C(C1)C(F)(F)F)(F)F (N-(3,5-Bis-trifluoromethyl-benzyl)-6-(4-hydroxyacetyl-piperazin-1-yl)-N-methyl-4-o-tolyl-nicotinamide). The yield is 64.0%. Reaction SMILES: [F:1][C:2]([F:42])([F:41])[C:3]1[CH:4]=[C:5]([CH:34]=[C:35]([C:37]([F:40])([F:39])[F:38])[CH:36]=1)[CH2:6][N:7]([CH3:33])[C:8](=[O:32])[C:9]1[C:14]([C:15]2[CH:20]=[CH:19][CH:18]=[CH:17][C:16]=2[CH3:21])=[CH:13][C:12]([N:22]2[CH2:27][CH2:26][N:25]([C:28](=[O:31])[CH2:29]Br)[CH2:24][CH2:23]2)=[N:11][CH:10]=1.C(=O)(O)[O-:44].[Na+]>CN1CCCC1=O>[F:1][C:2]([F:42])([F:41])[C:3]1[CH:4]=[C:5]([CH:34]=[C:35]([C:37]([F:40])([F:39])[F:38])[CH:36]=1)[CH2:6][N:7]([CH3:33])[C:8](=[O:32])[C:9]1[C:14]([C:15]2[CH:20]=[CH:19][CH:18]=[CH:17][C:16]=2[CH3:21])=[CH:13][C:12]([N:22]2[CH2:27][CH2:26][N:25]([C:28](=[O:31])[CH2:29][OH:44])[CH2:24][CH2:23]2)=[N:11][CH:10]=1 |f:1.2|. Procedure details: A mixture of 0.12 g (0.18 mmol) N-(3,5-bis-trifluoromethyl-benzyl)-6-(4-bromoacetyl-piperazin-1-yl)-N-methyl-4-o-tolyl-nicotinamide, 1.2 ml 1-methyl-2-pyrrolidone and 0.2 ml half-saturated aqueous sodium bicarbonate solution was stirred at 100° C. over night. After cooling to room temperature and dilution with water the mixture was extracted with five portions of tert-butyl methyl ether. The combined organic extracts were dried with sodium sulfate, concentrated and dried in vacuo (0.5 mbar) at 7... Reactants: CCOCC (Ether), BrBr (bromine), COC(C1=CC(=CC=C1)NC(=S)N)=O (3-thioureido-benzoic acid methyl ester). The solvent is C(C)(=O)O (acetic acid), C(C)(=O)O (acetic acid). Reaction conditions: temperature 70 celsius, time 4 hour. The product is COC(=O)C1=CC=CC=2N=C(SC21)N (2-amino-benzothiazole-7-carboxylic Acid Methyl Ester). RXN SMILES: BrBr.[CH3:3][O:4][C:5](=[O:16])[C:6]1[CH:11]=[CH:10][CH:9]=[C:8]([NH:12][C:13]([NH2:15])=[S:14])[CH:7]=1.CCOCC>C(O)(=O)C>[CH3:3][O:4][C:5]([C:6]1[C:7]2[S:14][C:13]([NH2:15])=[N:12][C:8]=2[CH:9]=[CH:10][CH:11]=1)=[O:16]. Procedure: At 0° C. a solution of bromine (13.4 mmol) in acetic acid (9.4 mL) is added dropwise to a vigorously stirred solution of 3-thioureido-benzoic acid methyl ester (12.5 ml) in acetic acid (37 mL). The mixture is allowed to reach RT, stirred at 70° C. for 4 h and cooled to RT. Ether is added and the precipitate is filtered off. The residue is stirred vigorously in a sat aq. NaHCO3 solution, filtered off and washed with water. The obtained solid is dried in vacuo to give the desired product which is ... Starting materials: O (water), C(C)(C)N(CC)C(C)C (diisopropylethylamine), BrCCSC=1SC=CC1 (2-(2-bromoethylthio)thiophene), Br.O=C(CC[C@H]1[C@H](CNCC1)C(=O)OC)C1=CC=NC2=CC=C(C=C12)OC (methyl (3R,4R)-4-[3-oxo-3-(6-methoxyquinolin-4-yl)propyl]piperidine-3-carboxylate hydrobromide). Run in CN1C(CCC1)=O (N-methylpyrrolidone), C(C)(=O)OCC (ethyl acetate). Run at temperature 60 celsius. The product is S1C(=CC=C1)SCCN1C[C@@H]([C@@H](CC1)CCC(C1=CC=NC2=CC=C(C=C12)OC)=O)C(=O)OC (methyl (3R,4R)-1-[2-(thien-2-ylthio)ethyl]-4-[3-oxo-3-(6-methoxyquinolin-4-yl)propyl]piperidine-3-carboxylate). The yield is 49.9%. RXN SMILES: C(N(C(C)C)CC)(C)C.Br[CH2:11][CH2:12][S:13][C:14]1[S:15][CH:16]=[CH:17][CH:18]=1.Br.[O:20]=[C:21]([C:34]1[C:43]2[C:38](=[CH:39][CH:40]=[C:41]([O:44][CH3:45])[CH:42]=2)[N:37]=[CH:36][CH:35]=1)[CH2:22][CH2:23][C@@H:24]1[CH2:29][CH2:28][NH:27][CH2:26][C@@H:25]1[C:30]([O:32][CH3:33])=[O:31].O>CN1CCCC1=O.C(OCC)(=O)C>[S:15]1[CH:16]=[CH:17][CH:18]=[C:14]1[S:13][CH2:12][CH2:11][N:27]1[CH2:28][CH2:29][C@@H:24]([CH2:23][CH2:22][C:21](=[O:20])[C:34]2[C:43]3[C:38](=[CH:39][CH:40]=[C:41]([O:44][CH3:45])[CH:42]=3)[N:37]=[CH:36][CH:35]=2)[C@@H:25]([C:30]([O:32][CH3:33])=[O:31])[CH2:26]1 |f:2.3|. Reported procedure: 3.8 cm3 of diisopropylethylamine and 1.54 g of 2-(2-bromoethylthio)thiophene are added at a temperature in the region of 20° C., with stirring and under an inert atmosphere, to a solution of 2.23 g of methyl (3R,4R)-4-[3-oxo-3-(6-methoxyquinolin-4-yl)propyl]piperidine-3-carboxylate hydrobromide in 350 cm3 of anhydrous N-methylpyrrolidone. After heating for 3 hours at a temperature in the region of 60° C., the reaction mixture is cooled to approximately 20° C., poured onto 50 cm3 of water; and 25... Reactants: [N+](=O)([O-])C=1C=C2C=CN(C2=CC1)CC(=O)OC(C)(C)C (5-nitro-1H-indole-1-acetic acid, 1,1-dimethylethyl ester), C12(CC3CC(CC(C1)C3)C2)CC(=O)Cl (1-adamantaneacetyl chloride). Product: O=C(CC12CC3CC(CC(C1)C3)C2)NC=2C=C3C=CN(C3=CC2)CC(=O)OC(C)(C)C (5-[[1-Oxo-2-(tricyclo[3.3.1.13,7]dec-1-yl)ethyl]amino]-1H-indole-1-acetic acid, 1,1-dimethylethyl ester). The yield is 60.4%. As a reaction SMILES: [N+:1]([C:4]1[CH:5]=[C:6]2[C:10](=[CH:11][CH:12]=1)[N:9]([CH2:13][C:14]([O:16][C:17]([CH3:20])([CH3:19])[CH3:18])=[O:15])[CH:8]=[CH:7]2)([O-])=O.[C:21]12([CH2:31][C:32](Cl)=[O:33])[CH2:30][CH:25]3[CH2:26][CH:27]([CH2:29][CH:23]([CH2:24]3)[CH2:22]1)[CH2:28]2>>[O:33]=[C:32]([NH:1][C:4]1[CH:5]=[C:6]2[C:10](=[CH:11][CH:12]=1)[N:9]([CH2:13][C:14]([O:16][C:17]([CH3:20])([CH3:19])[CH3:18])=[O:15])[CH:8]=[CH:7]2)[CH2:31][C:21]12[CH2:30][CH:25]3[CH2:26][CH:27]([CH2:29][CH:23]([CH2:24]3)[CH2:22]1)[CH2:28]2. Reported procedure: Prepared according to the method of Example 15b) from 5-nitro-1H-indole-1-acetic acid, 1,1-dimethylethyl ester (0.29 g) and 1-adamantaneacetyl chloride (0.20 g) to give the title compound as a white solid (0.24 g). Starting materials: CO.C(Cl)(Cl)Cl (methanol chloroform), FC=1C=C(C=CC1N1CC(C1)O)[N+](=O)[O-] (3-fluoro-4-(3-hydroxy-1-azetidinyl)nitrobenzene), N1C=NC=C1 (imidazole), [Si](C)(C)(C(C)(C)C)Cl (tert-butyldimethylsilyl chloride), [Si](C)(C)(C(C)(C)C)Cl (tert-butyldimethylsilyl chloride). Solvent: O (water), CN(C=O)C (N,N-dimethylformamide). Run at temperature 0 celsius, time 30 minute. Yields the product [Si](C)(C)(C(C)(C)C)OC1CN(C1)C1=C(C=C(C=C1)[N+](=O)[O-])F (4-[3-[(tert-butyldimethylsilyl)oxy]-1-azetidinyl]-3-fluoronitrobenzene). Isolated yield 74.2%. As a reaction SMILES: [F:1][C:2]1[CH:3]=[C:4]([N+:13]([O-:15])=[O:14])[CH:5]=[CH:6][C:7]=1[N:8]1[CH2:11][CH:10]([OH:12])[CH2:9]1.N1C=CN=C1.[Si:21](Cl)([C:24]([CH3:27])([CH3:26])[CH3:25])([CH3:23])[CH3:22].CO.C(Cl)(Cl)Cl>CN(C)C=O.O>[Si:21]([O:12][CH:10]1[CH2:9][N:8]([C:7]2[CH:6]=[CH:5][C:4]([N+:13]([O-:15])=[O:14])=[CH:3][C:2]=2[F:1])[CH2:11]1)([C:24]([CH3:27])([CH3:26])[CH3:25])([CH3:23])[CH3:22] |f:3.4|. Procedure: A solution of 3-fluoro-4-(3-hydroxy-1-azetidinyl)nitrobenzene (5.51 g, 26.0 mmol) in N,N-dimethylformamide (104 mL) under nitrogen was cooled to 0° C. with an ice bath and treated with imidazole (1.86 g, 27.3 mmol) and then tert-butyldimethylsilyl chloride (4.12 g, 27.3 mmol). The reaction mixture was stirred at 0° C. for 30 min and then at room temperature overnight. TLC analysis (5% methanol/chloroform) at this time revealed a small amount of starting material still remained. An additional amo... Starting materials: ClC1=C(C=CC(=C1)C#N)CCC(=O)OCC (ethyl 3-(chloro-4-cyanophenyl)propanoate), [OH-].[K+] (KOH). The solvent is C(C)O (ethanol). Conditions: temperature 40 celsius. Product: ClC1=C(C=CC(=C1)C#N)CCC(=O)O (3-(2-chloro-4-cyanophenyl)propanoic acid). RXN SMILES: [Cl:1][C:2]1[CH:7]=[C:6]([C:8]#[N:9])[CH:5]=[CH:4][C:3]=1[CH2:10][CH2:11][C:12]([O:14]CC)=[O:13].[OH-].[K+]>C(O)C>[Cl:1][C:2]1[CH:7]=[C:6]([C:8]#[N:9])[CH:5]=[CH:4][C:3]=1[CH2:10][CH2:11][C:12]([OH:14])=[O:13] |f:1.2|. Procedure: A mixture of ethyl 3-(chloro-4-cyanophenyl)propanoate (33.0 g, 0.14 mol), KOH (6.27 g, 0.11 mol) and 95% ethanol (109 mL) was warmed at 40° C. for 1 h. The mixture was neutralized and evaporated to dryness. The residue was dissolved in 5% NaHCO3 and washed with EtOAc. Acidification and filtration gave crystalline 3-(2-chloro-4-cyanophenyl)propanoic acid: 18.4 g; mp 127°-219° C. ##STR30##